This data is from the Open Reaction Database (ORD), a public repository of structured organic reaction records. The task is: describe an organic reaction: reactants, conditions, products, and yield Reactants: [Li]CCCC, COc1ccc(CC#N)cc1, CCCCCC, Cc1ccccc1, CC(C)[N-]C(C)C, CC(C)NC(C)C, Cl, [Li+], O=C1CCCCC1, O. Yields the product COc1ccc(C(C#N)C2(O)CCCCC2)cc1. As a reaction SMILES: [CH2:9]([Li:10])[CH2:11][CH2:12][CH3:13].[CH3:14][O:15][c:16]1[cH:17][cH:18][c:19]([CH2:22][C:23]#[N:24])[cH:20][cH:21]1.[CH3:33][CH2:34][CH2:35][CH2:36][CH2:37][CH3:38].[CH3:46][c:47]1[cH:48][cH:49][cH:50][cH:51][cH:52]1.[CH:1]([N-:2][CH:3]([CH3:4])[CH3:5])([CH3:6])[CH3:7].[CH:39]([NH:40][CH:41]([CH3:42])[CH3:43])([CH3:44])[CH3:45].[ClH:32].[Li+:8].[O:25]=[C:26]1[CH2:27][CH2:28][CH2:29][CH2:30][CH2:31]1.[OH2:53]>>[CH3:14][O:15][c:16]1[cH:17][cH:18][c:19]([CH:22]([C:23]#[N:24])[C:26]2([OH:25])[CH2:27][CH2:28][CH2:29][CH2:30][CH2:31]2)[cH:20][cH:21]1. Starting materials: CC(C)N(C(C)C)P(OCc1ccccc1)OCc1ccccc1, COc1cc(-n2ccnc(Sc3ccc(OC(F)(F)F)cc3)c2=O)ccc1OCC1(O)CC(F)(F)C1, [Na+], [Na+], O, OO, O=S([O-])([O-])=S, c1nc[nH]n1. Product: COc1cc(-n2ccnc(Sc3ccc(OC(F)(F)F)cc3)c2=O)ccc1OCC1(OP(=O)(OCc2ccccc2)OCc2ccccc2)CC(F)(F)C1. As a reaction SMILES: [CH:1]([N:2]([CH:3]([CH3:4])[CH3:22])[P:5]([O:6][CH2:7][c:8]1[cH:9][cH:10][cH:11][cH:12][cH:13]1)[O:14][CH2:15][c:16]1[cH:17][cH:18][cH:19][cH:20][cH:21]1)([CH3:23])[CH3:24].[F:25][C:26]1([F:60])[CH2:27][C:28]([OH:30])([CH2:31][O:32][c:33]2[c:34]([O:58][CH3:59])[cH:35][c:36](-[n:39]3[c:40](=[O:57])[c:41]([S:45][c:46]4[cH:47][cH:48][c:49]([O:52][C:53]([F:54])([F:55])[F:56])[cH:50][cH:51]4)[n:42][cH:43][cH:44]3)[cH:37][cH:38]2)[CH2:29]1.[Na+:74].[Na+:75].[OH2:68].[OH:66][OH:67].[S:69]([O-:70])([O-:71])(=[O:72])=[S:73].[nH:61]1[cH:62][n:63][cH:64][n:65]1>>[P:5]([O:6][CH2:7][c:8]1[cH:9][cH:10][cH:11][cH:12][cH:13]1)([O:14][CH2:15][c:16]1[cH:17][cH:18][cH:19][cH:20][cH:21]1)([O:30][C:28]1([CH2:31][O:32][c:33]2[c:34]([O:58][CH3:59])[cH:35][c:36](-[n:39]3[c:40](=[O:57])[c:41]([S:45][c:46]4[cH:47][cH:48][c:49]([O:52][C:53]([F:54])([F:55])[F:56])[cH:50][cH:51]4)[n:42][cH:43][cH:44]3)[cH:37][cH:38]2)[CH2:27][C:26]([F:25])([F:60])[CH2:29]1)=[O:66].